This data is from the Open Reaction Database (ORD), a public repository of structured organic reaction records. The task is: describe an organic reaction: reactants, conditions, products, and yield Starting materials: NC1=C(C=CC=C1C(F)(F)F)C(=O)C1=CC(=CC=C1)O ([2-amino-3-(trifluoromethyl)phenyl]-(3-hydroxy-phenyl)methanone), ClC1=C(C(=CC=C1)Cl)CC=O ((2,6-dichloro-phenyl)-acetaldehyde). Product: ClC1=C(C(=CC=C1)Cl)C=1C=NC2=C(C=CC=C2C1C=1C=C(C=CC1)O)C(F)(F)F (3-[3-(2,6-DICHLOROPHENYL)-8-(TRIFLUOROMETHYL)QUINOLIN-4-YL]PHENOL). As a reaction SMILES: [NH2:1][C:2]1[C:7]([C:8]([F:11])([F:10])[F:9])=[CH:6][CH:5]=[CH:4][C:3]=1[C:12]([C:14]1[CH:19]=[CH:18][CH:17]=[C:16]([OH:20])[CH:15]=1)=O.[Cl:21][C:22]1[CH:27]=[CH:26][CH:25]=[C:24]([Cl:28])[C:23]=1[CH2:29][CH:30]=O>>[Cl:21][C:22]1[CH:27]=[CH:26][CH:25]=[C:24]([Cl:28])[C:23]=1[C:29]1[CH:30]=[N:1][C:2]2[C:3]([C:12]=1[C:14]1[CH:15]=[C:16]([OH:20])[CH:17]=[CH:18][CH:19]=1)=[CH:4][CH:5]=[CH:6][C:7]=2[C:8]([F:11])([F:10])[F:9]. Procedure: The title compound was prepared from [2-amino-3-(trifluoromethyl)phenyl]-(3-hydroxy-phenyl)methanone and (2,6-dichloro-phenyl)-acetaldehyde following the procedure of Example 457: MS (ES) m/z 431.8; HRMS: calcd for C22H12Cl2F3NO+H+, 434.03208; found (ESI, [M+H]+), 434.033. Starting materials: OC1=CC(=NN1)C(=O)O (5-hydroxy-1H-pyrazole-3-carboxylic acid), CNCCC1CCN(CC1)C(=O)OCC1=CC(=CC(=C1)Cl)Cl (3,5-Dichlorobenzyl 4-(2-(methylamino)ethyl)piperidine-1-carboxylate). The product is OC1=CC(=NN1)C(=O)N(C)CCC1CCN(CC1)C(=O)OCC1=CC(=CC(=C1)Cl)Cl (3,5-Dichlorobenzyl 4-(2-(5-hydroxy-N-methyl-1H-pyrazole-3-carboxamido)ethyl)piperidine-1-carboxylate). As a reaction SMILES: [OH:1][C:2]1[NH:6][N:5]=[C:4]([C:7]([OH:9])=O)[CH:3]=1.[CH3:10][NH:11][CH2:12][CH2:13][CH:14]1[CH2:19][CH2:18][N:17]([C:20]([O:22][CH2:23][C:24]2[CH:29]=[C:28]([Cl:30])[CH:27]=[C:26]([Cl:31])[CH:25]=2)=[O:21])[CH2:16][CH2:15]1>>[OH:1][C:2]1[NH:6][N:5]=[C:4]([C:7]([N:11]([CH2:12][CH2:13][CH:14]2[CH2:15][CH2:16][N:17]([C:20]([O:22][CH2:23][C:24]3[CH:25]=[C:26]([Cl:31])[CH:27]=[C:28]([Cl:30])[CH:29]=3)=[O:21])[CH2:18][CH2:19]2)[CH3:10])=[O:9])[CH:3]=1. Reported procedure: The title compound was prepared from commercially available 5-hydroxy-1H-pyrazole-3-carboxylic acid and 3,5-dichlorobenzyl 4-(2-(methylamino)ethyl)piperidine-1-carboxylate (Example 1, step 3) analogously to Example 15 step 3; Starting materials: C(C)N=C=NCCCN(C)C (1-Ethyl-3-(3-dimethylaminopropyl)carbodiimide), C(CCCCCN)N (1,6-Hexanediamine), [C@@H]1([C@H](O)[C@@H](O)[C@@H](O)[C@H](O1)CO)C1=CC=C2C=C(C(OC2=C1)=O)C(=O)O (7-β-Galactosyl-coumarin-3-carboxylic acid), C(C)N=C=NCCCN(C)C (1-ethyl-3-(3-dimethylaminopropyl)carbodiimide), [NH4+] (ammonium), C1=CC=C2C(=C1)C(=O)C(C2=O)(O)O (ninhydrin), Sepharose, Cl (hydrochloric acid), ( L ). Solvent: O (water), C(CCCCC)(N)N (hexanediamine), O (water), O (water). Run at temperature 4 celsius, time 2 hour. The product is NCCCCCCNC(=O)C=1C(OC2=CC(=CC=C2C1)[C@H]1[C@H](O)[C@@H](O)[C@@H](O)[C@H](O1)CO)=O (N-(6-Aminohexyl)-7-β-galactosylcoumarin-3-carboxamide). Isolated yield 10.0%. As a reaction SMILES: [CH2:1]([NH2:8])[CH2:2][CH2:3][CH2:4][CH2:5][CH2:6][NH2:7].Cl.[C@@H:10]1([C:21]2[CH:30]=[C:29]3[C:24]([CH:25]=[C:26]([C:32](O)=[O:33])[C:27](=[O:31])[O:28]3)=[CH:23][CH:22]=2)[O:18][C@H:17]([CH2:19][OH:20])[C@H:15]([OH:16])[C@H:13]([OH:14])[C@H:11]1[OH:12].C(N=C=NCCCN(C)C)C.[NH4+].C1C=C2C(C(O)(O)C(=O)C2=CC=1)=O>O.C(N)(N)CCCCC>[NH2:7][CH2:6][CH2:5][CH2:4][CH2:3][CH2:2][CH2:1][NH:8][C:32]([C:26]1[C:27](=[O:31])[O:28][C:29]2[C:24]([CH:25]=1)=[CH:23][CH:22]=[C:21]([C@@H:10]1[O:18][C@H:17]([CH2:19][OH:20])[C@H:15]([OH:16])[C@H:13]([OH:14])[C@H:11]1[OH:12])[CH:30]=2)=[O:33]. Procedure details: 1,6-Hexanediamine (1.76 g, 15 mmoles) was dissolved in 20 milliliters (ml) of distilled water and the pH was adjusted to 9 with concentrated hydrochloric acid. 7-β-Galactosyl-coumarin-3-carboxylic acid (1.83 g, 5 mmoles) [Burd et al., Clin. Chem. 23:1402(1977)] was dissolved in the hexanediamine solution and the pH was further adjusted to 5±0.5. This solution was cooled to 4° C. in an ice bath. 1-Ethyl-3-(3-dimethylaminopropyl)carbodiimide (1.16 g, 6.15 mmoles) [Pierce Chemical Co., Rockford, Il... Reactants: CCOC(=O)c1cc2c(nc1C)CCCC2, CC(=O)OC(C)=O, O=Cc1ccccc1. Product: CCOC(=O)c1cc2c(nc1C)C(=Cc1ccccc1)CCC2. As a reaction SMILES: [CH2:1]([CH3:2])[O:3][C:4](=[O:5])[c:6]1[c:7]([CH3:16])[n:8][c:9]2[c:14]([cH:15]1)[CH2:13][CH2:12][CH2:11][CH2:10]2.[CH3:25][C:26]([O:27][C:28](=[O:29])[CH3:30])=[O:31].[CH:17](=[O:18])[c:19]1[cH:20][cH:21][cH:22][cH:23][cH:24]1>>[CH2:1]([CH3:2])[O:3][C:4](=[O:5])[c:6]1[c:7]([CH3:16])[n:8][c:9]2[c:14]([cH:15]1)[CH2:13][CH2:12][CH2:11][C:10]2=[CH:17][c:19]1[cH:20][cH:21][cH:22][cH:23][cH:24]1. Reactants: COc1cccc(CN(C(=O)C2CN(C(=O)OC(C)(C)C)CC=C2c2ccc(CCCO[Si](C)(C)C(C)(C)C)cc2)C2CC2)c1C, CCO. Yields the product COc1cccc(CN(C(=O)C2CN(C(=O)OC(C)(C)C)CCC2c2ccc(CCCO[Si](C)(C)C(C)(C)C)cc2)C2CC2)c1C. Reaction SMILES: [C:1]([CH3:2])([CH3:3])([CH3:4])[O:5][C:6](=[O:7])[N:8]1[CH2:9][CH:10]([C:31]([N:32]([CH2:33][c:34]2[c:35]([CH3:42])[c:36]([O:40][CH3:41])[cH:37][cH:38][cH:39]2)[CH:43]2[CH2:44][CH2:45]2)=[O:46])[C:11]([c:14]2[cH:15][cH:16][c:17]([CH2:20][CH2:21][CH2:22][O:23][Si:24]([CH3:25])([CH3:26])[C:27]([CH3:28])([CH3:29])[CH3:30])[cH:18][cH:19]2)=[CH:12][CH2:13]1.[CH3:47][CH2:48][OH:49]>>[C:1]([CH3:2])([CH3:3])([CH3:4])[O:5][C:6](=[O:7])[N:8]1[CH2:9][CH:10]([C:31]([N:32]([CH2:33][c:34]2[c:35]([CH3:42])[c:36]([O:40][CH3:41])[cH:37][cH:38][cH:39]2)[CH:43]2[CH2:44][CH2:45]2)=[O:46])[CH:11]([c:14]2[cH:15][cH:16][c:17]([CH2:20][CH2:21][CH2:22][O:23][Si:24]([CH3:25])([CH3:26])[C:27]([CH3:28])([CH3:29])[CH3:30])[cH:18][cH:19]2)[CH2:12][CH2:13]1. Reactants: O=C([O-])[O-], CN1CCN(c2ccc(N)cc2)CC1, CN(C)C=O, CS(=O)(=O)c1nccc(-c2cccnc2Cl)n1, [K+], [K+], O. The product is CN1CCN(c2ccc(Nc3nccc(-c4cccnc4Cl)n3)cc2)CC1. As a reaction SMILES: [C:15](=[O:16])([O-:17])[O-:18].[CH3:1][N:2]1[CH2:3][CH2:4][N:5]([c:8]2[cH:9][cH:10][c:11]([NH2:14])[cH:12][cH:13]2)[CH2:6][CH2:7]1.[CH3:21][N:22]([CH3:23])[CH:24]=[O:25].[Cl:26][c:27]1[n:28][cH:29][cH:30][cH:31][c:32]1-[c:33]1[n:34][c:35]([S:39]([CH3:40])(=[O:41])=[O:42])[n:36][cH:37][cH:38]1.[K+:19].[K+:20].[OH2:43]>>[CH3:1][N:2]1[CH2:3][CH2:4][N:5]([c:8]2[cH:9][cH:10][c:11]([NH:14][c:35]3[n:34][c:33](-[c:32]4[c:27]([Cl:26])[n:28][cH:29][cH:30][cH:31]4)[cH:38][cH:37][n:36]3)[cH:12][cH:13]2)[CH2:6][CH2:7]1.